Dataset: the Open Reaction Database (ORD), a public repository of structured organic reaction records. Task: describe an organic reaction: reactants, conditions, products, and yield Reactants: O(C1=CC=CC=C1)C=1C=C(C=O)C=CC1 (m-phenoxybenzaldehyde), CC1(C(C12C=CC1=CC=CC=C21)C(=O)Cl)C (3,3-dimethylspiro[cyclopropane-1,1'-indene]-2-carboxylic acid chloride), [C-]#N.[K+] (potassium cyanide). The solvent is O (water). The product is CC1(C(C12C=CC1=CC=CC=C21)C(=O)OC(C2=CC(=CC=C2)OC2=CC=CC=C2)C#N)C (α-cyano-m-phenoxybenzyl 3,3-dimethylspiro[cyclopropane-1,1'-indene]-2-carboxylate). As a reaction SMILES: [O:1]([C:8]1[CH:9]=[C:10]([CH:13]=[CH:14][CH:15]=1)[CH:11]=[O:12])[C:2]1[CH:7]=[CH:6][CH:5]=[CH:4][CH:3]=1.[CH3:16][C:17]1([CH3:31])[C:19]2([C:27]3[C:22](=[CH:23][CH:24]=[CH:25][CH:26]=3)[CH:21]=[CH:20]2)[CH:18]1[C:28](Cl)=[O:29].[C-:32]#[N:33].[K+]>O>[CH3:16][C:17]1([CH3:31])[C:19]2([C:27]3[C:22](=[CH:23][CH:24]=[CH:25][CH:26]=3)[CH:21]=[CH:20]2)[CH:18]1[C:28]([O:12][CH:11]([C:32]#[N:33])[C:10]1[CH:13]=[CH:14][CH:15]=[C:8]([O:1][C:2]2[CH:3]=[CH:4][CH:5]=[CH:6][CH:7]=2)[CH:9]=1)=[O:29] |f:2.3|. Procedure details: A mixture of 0.05 gram-mole of m-phenoxybenzaldehyde and 0.05 gram-mole of 3,3-dimethylspiro[cyclopropane-1,1'-indene]-2-carboxylic acid chloride is added slowly, portionwise, to a solution of 0.075 gram-mole of potassium cyanide in 100 ml of water at 5° C. the mixture is stirred for 1.5 hours at 5° and then extracted with three 50--ml portions of ether. The extracts are washed with 10% hydrochloric acid solution, saturated sodium bicarbonate solution, and water and then dried over sodium sulfat...